From a dataset of the Open Reaction Database (ORD), a public repository of structured organic reaction records. describe an organic reaction: reactants, conditions, products, and yield The reactants are FC=1C=C(C=C(C1)F)C[C@@H]([C@@H]1OC1)NC(OC(C)(C)C)=O (tert-butyl (1S)-2-(3,5-difluorophenyl)-1-[(2S)-oxiranyl]ethylcarbamate), [C@@H]1(CCCC2=CC=CC=C12)N ((1S)-1,2,3,4-tetrahydro-1-naphthalenylamine), CC(C)O (2-propanol). Yields the product FC=1C=C(C[C@@H]([C@@H](CNCC2=CC(=CC=C2)OC)O)NC(OC(C)(C)C)=O)C=C(C1)F (tert-butyl (1S,2R)-1-(3,5-difluorobenzyl)-2-hydroxy-3-[(3-methoxybenzyl)amino]propylcarbamate). As a reaction SMILES: [F:1][C:2]1[CH:3]=[C:4]([CH2:9][C@H:10]([NH:14][C:15](=[O:21])[O:16][C:17]([CH3:20])([CH3:19])[CH3:18])[C@H:11]2[CH2:13][O:12]2)[CH:5]=[C:6]([F:8])[CH:7]=1.[C@@H:22]1([NH2:32])[C:31]2[C:26](=[CH:27][CH:28]=[CH:29][CH:30]=2)CCC1.C[CH:34]([OH:36])C>>[F:1][C:2]1[CH:3]=[C:4]([CH:5]=[C:6]([F:8])[CH:7]=1)[CH2:9][C@H:10]([NH:14][C:15](=[O:21])[O:16][C:17]([CH3:20])([CH3:19])[CH3:18])[C@H:11]([OH:12])[CH2:13][NH:32][CH2:22][C:31]1[CH:30]=[CH:29][CH:28]=[C:27]([O:36][CH3:34])[CH:26]=1. Procedure: A mixture of tert-butyl (1S)-2-(3,5-difluorophenyl)-1-[(2S)-oxiranyl]ethylcarbamate (V, 500 mg, 1.67 mmol) and 3-methoxybenzylamine (VI, 0.34g, 2.51 mmol) in 2-propanol (3 mL) is heated at reflux overnight, allowed to cool to 20–25 degrees C., and concentrated under reduced pressure. The residue is crystallized from ethyl acetate/hexanes and collected by filtration to afford tert-butyl (1S,2R)-1-(3,5-difluorobenzyl)-2-hydroxy-3-[(3-methoxybenzyl)amino]propylcarbamate (VII, 575 mg) as a solid: ES... The reactants are CCOC(=O)c1ccccc1CBr, Cc1ccccc1, c1ccc(P(c2ccccc2)c2ccccc2)cc1. The product is [Br-], CCOC(=O)c1ccccc1C[P+](c1ccccc1)(c1ccccc1)c1ccccc1. RXN SMILES: [CH2:1]([CH3:2])[O:3][C:4]([c:5]1[c:6]([CH2:11][Br:12])[cH:7][cH:8][cH:9][cH:10]1)=[O:13].[CH3:33][c:34]1[cH:35][cH:36][cH:37][cH:38][cH:39]1.[c:14]1([P:20]([c:21]2[cH:22][cH:23][cH:24][cH:25][cH:26]2)[c:27]2[cH:28][cH:29][cH:30][cH:31][cH:32]2)[cH:15][cH:16][cH:17][cH:18][cH:19]1>>[Br-:12].[CH2:1]([CH3:2])[O:3][C:4]([c:5]1[c:6]([CH2:11][P+:20]([c:14]2[cH:15][cH:16][cH:17][cH:18][cH:19]2)([c:21]2[cH:22][cH:23][cH:24][cH:25][cH:26]2)[c:27]2[cH:28][cH:29][cH:30][cH:31][cH:32]2)[cH:7][cH:8][cH:9][cH:10]1)=[O:13]. Reactants: BrCc1ccccc1, [H-], [Na+], OC1C2CCN(CC2)C1Cc1cccnc1. As a reaction SMILES: [Br:19][CH2:20][c:21]1[cH:22][cH:23][cH:24][cH:25][cH:26]1.[H-:17].[Na+:18].[n:1]1[cH:2][c:3]([CH2:7][CH:8]2[N:9]3[CH2:10][CH2:11][CH:12]([CH:13]2[OH:14])[CH2:15][CH2:16]3)[cH:4][cH:5][cH:6]1>>[n:1]1[cH:2][c:3]([CH2:7][CH:8]2[N:9]3[CH2:10][CH2:11][CH:12]([CH:13]2[O:14][CH2:20][c:21]2[cH:22][cH:23][cH:24][cH:25][cH:26]2)[CH2:15][CH2:16]3)[cH:4][cH:5][cH:6]1. The product is c1ccc(COC2C3CCN(CC3)C2Cc2cccnc2)cc1. Conditions: time 16 hour. The reactants are N1N=C(C=C1)CN1N=C(C2=C(C=CC=C12)NC(=O)C1=CN=C2N1C=CC=C2)CC (N-(1-((1H-pyrazol-3-yl)methyl)-3-ethyl-1H-indazol-4-yl)imidazo[1,2-a]pyridine-3-carboxamide), BrCC1OC(OC1)(C)C (4-(bromomethyl)-2,2-dimethyl-1,3-dioxolane), O.[OH-].[Cs+] (cesium hydroxide hydrate). Product: CC1(OCC(O1)CN1N=CC=C1CN1N=C(C2=C(C=CC=C12)NC(=O)C1=CN=C2N1C=CC=C2)CC)C (N-(1-((1-((2,2-dimethyl-1,3-dioxolan-4-yl)methyl)-1H-pyrazol-5-yl)methyl)-3-ethyl-1H-indazol-4-yl)imidazo[1,2-a]pyridine-3-carboxamide). Reported procedure: To a solution of N-(1-((1H-pyrazol-3-yl)methyl)-3-ethyl-1H-indazol-4-yl)imidazo[1,2-a]pyridine-3-carboxamide (40 mg, 0.104 mmol) in N,N-dimethylformamide (0.5 mL) was added 4-(bromomethyl)-2,2-dimethyl-1,3-dioxolane (20.2 mg, 0.104 mmol) and cesium hydroxide hydrate (17.4 mg, 0.104 mmol). The mixture was stirred for 16 hours at ambient temperature, filtered, washing with methanol and ethyl acetate, and concentrated under a stream of nitrogen. The resulting material was purified using preparative... Run in CN(C=O)C (N,N-dimethylformamide). As a reaction SMILES: [NH:1]1[CH:5]=[CH:4][C:3]([CH2:6][N:7]2[C:15]3[C:10](=[C:11]([NH:16][C:17]([C:19]4[N:23]5[CH:24]=[CH:25][CH:26]=[CH:27][C:22]5=[N:21][CH:20]=4)=[O:18])[CH:12]=[CH:13][CH:14]=3)[C:9]([CH2:28][CH3:29])=[N:8]2)=[N:2]1.Br[CH2:31][CH:32]1[CH2:36][O:35][C:34]([CH3:38])([CH3:37])[O:33]1.O.[OH-].[Cs+]>CN(C)C=O>[CH3:37][C:34]1([CH3:38])[O:33][CH:32]([CH2:31][N:2]2[C:3]([CH2:6][N:7]3[C:15]4[C:10](=[C:11]([NH:16][C:17]([C:19]5[N:23]6[CH:24]=[CH:25][CH:26]=[CH:27][C:22]6=[N:21][CH:20]=5)=[O:18])[CH:12]=[CH:13][CH:14]=4)[C:9]([CH2:28][CH3:29])=[N:8]3)=[CH:4][CH:5]=[N:1]2)[CH2:36][O:35]1 |f:2.3.4|. Starting materials: C(C)(C)(C)OC(=O)N1[C@@H](CC(C1)=NOC)C(=O)O ((2S,4EZ)-1-(tert-butoxycarbonyl)-4-(methoxyimino)-2-pyrrolidinecarboxylic acid), C1(=CC=C(C=C1)S(=O)(=O)Cl)C1=CC=CC=C1 ([1,1′-biphenyl]-4-sulfonyl chloride), N[C@H]([C@@H](O)C1=CC=CC=C1)CO ((1S,2S)-2-amino-1-phenyl-1,3-propanediol). The product is C1(=CC=C(C=C1)S(=O)(=O)N1[C@@H](CC(C1)=NOC)C(=O)N[C@H]([C@H](C1=CC=CC=C1)O)CO)C1=CC=CC=C1 ((2S,4EZ)-1-([1,1′-biphenyl]-4-ylsulfonyl)-N-[(1S,2S)-2-hydroxy-1-(hydroxymethyl)-2-phenylethyl]-4-(methoxyimino)-2-pyrrolidinecarboxamide). Reaction SMILES: C(OC([N:8]1[CH2:12][C:11](=[N:13][O:14][CH3:15])[CH2:10][C@H:9]1[C:16]([OH:18])=O)=O)(C)(C)C.[C:19]1([C:29]2[CH:34]=[CH:33][CH:32]=[CH:31][CH:30]=2)[CH:24]=[CH:23][C:22]([S:25](Cl)(=[O:27])=[O:26])=[CH:21][CH:20]=1.[NH2:35][C@@H:36]([CH2:45][OH:46])[C@H:37]([C:39]1[CH:44]=[CH:43][CH:42]=[CH:41][CH:40]=1)[OH:38]>>[C:19]1([C:29]2[CH:34]=[CH:33][CH:32]=[CH:31][CH:30]=2)[CH:24]=[CH:23][C:22]([S:25]([N:8]2[CH2:12][C:11](=[N:13][O:14][CH3:15])[CH2:10][C@H:9]2[C:16]([NH:35][C@@H:36]([CH2:45][OH:46])[C@@H:37]([OH:38])[C:39]2[CH:44]=[CH:43][CH:42]=[CH:41][CH:40]=2)=[O:18])(=[O:27])=[O:26])=[CH:21][CH:20]=1. Procedure: Following the general method as outlined in Example 22, starting from (2S,4EZ)-1-(tert-butoxycarbonyl)-4-(methoxyimino)-2-pyrrolidinecarboxylic acid, [1,1′-biphenyl]-4-sulfonyl chloride, and (1S,2S)-2-amino-1-phenyl-1,3-propanediol, the title compound was obtained in 82% purity by HPLC. MS(ESI+): m/z=524. Reactants: IC1=CC=C(C=C1)C1=NN(C(CC2=C1C=C(C(=C2)OC)OC)=O)C (1-(4-iodophenyl)-7,8-dimethoxy-3-methyl-3,5-dihydro-4H-2,3-benzodiazepin-4-one), COC1=C(C=CC=C1)B(O)O (2-methoxybenzene boronic acid), C(=O)([O-])[O-].[Na+].[Na+] (Na2CO3), tetrakis(triphenylphosphine)Pd(0), CCO (EtOH). The solvent is C1(=CC=CC=C1)C (toluene), O (H2O). Conditions: temperature 90 celsius. Yields the product COC=1C(=CC2=C(CC(N(N=C2C2=CC=C(C=C2)C2=C(C=CC=C2)OC)C)=O)C1)OC (7,8-dimethoxy-1-[4-(2-methoxyphenyl)phenyl]-3-methyl-3,5-dihydro-4H-2,3-benzodiazepin-4-one). Isolated yield 73.4%. As a reaction SMILES: I[C:2]1[CH:7]=[CH:6][C:5]([C:8]2[C:14]3[CH:15]=[C:16]([O:21][CH3:22])[C:17]([O:19][CH3:20])=[CH:18][C:13]=3[CH2:12][C:11](=[O:23])[N:10]([CH3:24])[N:9]=2)=[CH:4][CH:3]=1.[CH3:25][O:26][C:27]1[CH:32]=[CH:31][CH:30]=[CH:29][C:28]=1B(O)O.C([O-])([O-])=O.[Na+].[Na+].CCO>C1(C)C=CC=CC=1.O>[CH3:20][O:19][C:17]1[C:16]([O:21][CH3:22])=[CH:15][C:14]2[C:8]([C:5]3[CH:6]=[CH:7][C:2]([C:28]4[CH:29]=[CH:30][CH:31]=[CH:32][C:27]=4[O:26][CH3:25])=[CH:3][CH:4]=3)=[N:9][N:10]([CH3:24])[C:11](=[O:23])[CH2:12][C:13]=2[CH:18]=1 |f:2.3.4|. Procedure details: Heat at 90° C. for 12 hours under an inert atmosphere a mixture of 100 mg (0.229 mmol) of 1-(4-iodophenyl)-7,8-dimethoxy-3-methyl-3,5-dihydro-4H-2,3-benzodiazepin-4-one IIIah, 38 mg (0.25 mmol) of 2-methoxybenzene boronic acid, 215 μl of 2M Na2CO3, 25 mg (0.020 mmol) of tetrakis(triphenylphosphine)Pd(0) and 250 μl of EtOH in 5 ml of degassed toluene. Allow to cool to room temperature. Add 80 ml of H2O and extract three times with 50 ml of Et2O. Dry the organic fractions on Na2SO4. Purify by chro... Starting materials: [N+](=O)([O-])C1=NC=CC=C1N (2-nitro-pyridin-3-ylamine), C(C)(=O)[O-].[Na+] (sodium acetate), BrBr (bromine). Run in C(C)(=O)O (acetic acid), C(C)(=O)O (acetic acid). Reaction conditions: temperature 0 celsius, time 8 hour. Yields the product BrC1=CC=C(C(=N1)[N+](=O)[O-])N (6-Bromo-2-nitro-pyridin-3-ylamine). Yield: 64.3%. Reaction SMILES: [N+:1]([C:4]1[C:9]([NH2:10])=[CH:8][CH:7]=[CH:6][N:5]=1)([O-:3])=[O:2].C([O-])(=O)C.[Na+].[Br:16]Br>C(O)(=O)C>[Br:16][C:6]1[N:5]=[C:4]([N+:1]([O-:3])=[O:2])[C:9]([NH2:10])=[CH:8][CH:7]=1 |f:1.2|. Reported procedure: To a stirred suspension of 2-nitro-pyridin-3-ylamine (5.06 g, 36.40 mmol) and sodium acetate (2.99 g, 36.46 mmol) in acetic acid (40 mL), a solution of bromine (2.5 mL, 48.79 mmol) in acetic acid (8 ml) was added drop-wise and the reaction mixture was stirred overnight. The acetic acid was removed under reduced pressure. The residue was cooled to 0° C., neutralized with saturated sodium bicarbonate solution to adjust the pH to ˜7, and extracted with ethyl acetate (4×50 mL). The combined organic ... The reactants are [N+](=O)([O-])C=1C=C(C=CC1)O (3-nitrophenol), N1=CC=CC=C1 (pyridine), [N+](=O)([O-])C=1C=C(C=CC(=O)Cl)C=CC1 (3-nitrocinnamoyl chloride). The solvent is CC(=O)C (acetone), CC(=O)C (acetone). Conditions: temperature 50 celsius. Yields the product [N+](=O)([O-])C=1C=C(C=CC1)OC(C=CC1=CC(=CC=C1)[N+](=O)[O-])=O ((3′-Nitrophenyl)-3-nitrocinnamate). Isolated yield 90.2%. As a reaction SMILES: [N+:1]([C:4]1[CH:5]=[C:6]([CH:12]=[CH:13][CH:14]=1)[CH:7]=[CH:8][C:9](Cl)=[O:10])([O-:3])=[O:2].[N+:15]([C:18]1[CH:19]=[C:20]([OH:24])[CH:21]=[CH:22][CH:23]=1)([O-:17])=[O:16].N1C=CC=CC=1>CC(C)=O>[N+:15]([C:18]1[CH:19]=[C:20]([O:24][C:9](=[O:10])[CH:8]=[CH:7][C:6]2[CH:12]=[CH:13][CH:14]=[C:4]([N+:1]([O-:3])=[O:2])[CH:5]=2)[CH:21]=[CH:22][CH:23]=1)([O-:17])=[O:16]. Procedure: 64.5 g (0.3 mole) of 3-nitrocinnamoyl chloride and 300 g of acetone were placed in a reaction vessel and stirred at 50° C. under a nitrogen current. 41.73 g (0.3 mole) of 3-nitrophenol, 60 g of pyridine, and 300 g of acetone were added dropwise to the above reaction vessel using a dropping funnel. After the completion of the addition, the reaction mixtures were stirred under a nitrogen current for 2 hours. After the reaction, the solid obtained by concentrating the solution was washed by water a... The reactants are CC(C)(CN)CO, O=S1CCN(c2nc(Cl)nc3c(N4CCCCC4)ncnc23)CC1. As a reaction SMILES: [CH3:25][C:26]([CH2:27][NH2:28])([CH2:29][OH:30])[CH3:31].[Cl:1][c:2]1[n:3][c:4]([N:18]2[CH2:19][CH2:20][S:21](=[O:24])[CH2:22][CH2:23]2)[c:5]2[c:6]([n:7]1)[c:8]([N:12]1[CH2:13][CH2:14][CH2:15][CH2:16][CH2:17]1)[n:9][cH:10][n:11]2>>[c:2]1([NH:28][CH2:27][C:26]([CH3:25])([CH2:29][OH:30])[CH3:31])[n:3][c:4]([N:18]2[CH2:19][CH2:20][S:21](=[O:24])[CH2:22][CH2:23]2)[c:5]2[c:6]([n:7]1)[c:8]([N:12]1[CH2:13][CH2:14][CH2:15][CH2:16][CH2:17]1)[n:9][cH:10][n:11]2. Product: CC(C)(CO)CNc1nc(N2CCS(=O)CC2)c2ncnc(N3CCCCC3)c2n1. The product is C(C)(=O)S[C@H]1C[C@H](N(C1)C(=O)OCC=C)CCC=1C=NC=CC1 ((2R,4S)-4-acetylthio-1-allyloxycarbonyl-2-[2-(pyridin-3-yl)ethyl]pyrrolidine). Procedure details: To a solution of potassium t-butoxide (1.50 g) in N,N-dimethylformamide (20 ml) was added dropwise thioacetic acid (0.96 ml) with stirring at -10°~-5° C. The mixture was stirred at the same temperature for 10 minutes. A solution of (2R,4R)-1-allyloxycarbonyl-4-methanesulfonyloxy-2-[2-(pyridin-3-yl)ethyl]pyrrolidine (3.39 g) in N,N-dimethylformamide (20 ml) was added to the mixture obtained above with stirring at the same temperature. The mixture was stirred at 80°-90° C. for 3 hours. The reactio... Reactants: CC(C)([O-])C.[K+] (potassium t-butoxide), C(C)(=S)O (thioacetic acid), C(C=C)OC(=O)N1[C@@H](C[C@H](C1)OS(=O)(=O)C)CCC=1C=NC=CC1 ((2R,4R)-1-allyloxycarbonyl-4-methanesulfonyloxy-2-[2-(pyridin-3-yl)ethyl]pyrrolidine), ice water. The solvent is CN(C=O)C (N,N-dimethylformamide), CN(C=O)C (N,N-dimethylformamide). As a reaction SMILES: CC(C)([O-])C.[K+].[C:7]([OH:10])(=[S:9])[CH3:8].[CH2:11]([O:14][C:15]([N:17]1[CH2:21][C@H:20](OS(C)(=O)=O)[CH2:19][C@H:18]1[CH2:27][CH2:28][C:29]1[CH:30]=[N:31][CH:32]=[CH:33][CH:34]=1)=[O:16])[CH:12]=[CH2:13]>CN(C)C=O>[C:7]([S:9][C@@H:20]1[CH2:21][N:17]([C:15]([O:14][CH2:11][CH:12]=[CH2:13])=[O:16])[C@H:18]([CH2:27][CH2:28][C:29]2[CH:30]=[N:31][CH:32]=[CH:33][CH:34]=2)[CH2:19]1)(=[O:10])[CH3:8] |f:0.1|.